Dataset: the Open Reaction Database (ORD), a public repository of structured organic reaction records. Task: describe an organic reaction: reactants, conditions, products, and yield Reactants: O=C([O-])O, CC(C)(N)c1cccc(Cl)c1, [Na+]. The product is C=NC(C)(C)c1cccc(Cl)c1. As a reaction SMILES: [C:12](=[O:13])([O-:14])[OH:15].[CH3:1][C:2]([CH3:3])([c:4]1[cH:5][c:6]([Cl:10])[cH:7][cH:8][cH:9]1)[NH2:11].[Na+:16]>>[CH3:1][C:2]([CH3:3])([c:4]1[cH:5][c:6]([Cl:10])[cH:7][cH:8][cH:9]1)[N:11]=[CH2:12]. Starting materials: FC1=C(C=CC(=C1)F)[C@]([C@@H](C)N1C(N(CC1)C1=CC=C(C=C1)N1N=NC=C1)=O)(CN1N=CN=C1)O (1-[(1R,2R)-2-(2,4-difluorophenyl)-2-hydroxy-1-methyl-3-(1H-1,2,4-triazol-1-yl)propyl]-3-[4-(1H-1,2,3-triazol-1-yl)phenyl]-2-imidazolidinone), C(OCCl)(OCC)=O (chloromethyl ethyl carbonate). Solvent: C(C)#N (acetonitrile). Conditions: temperature 100 celsius, time 22 hour. Product: [Cl-].FC1=C(C=CC(=C1)F)[C@@](C[NH+]1N=CN(C1)COC(=O)OCC)([C@@H](C)N1C(N(CC1)C1=CC=C(C=C1)N1N=NC=C1)=O)O (1-[(2R,3R)-2-(2,4-difluorophenyl)-2-hydroxy-3-[2-oxo-3-[4-(1H-1,2,3-triazol-1-yl)phenyl]-1-imidazolidinyl]butyl]-4-ethoxycarbonyloxymethyl-1H-1,2,4-triazolium chloride). The yield is 21.7%. RXN SMILES: [F:1][C:2]1[CH:7]=[C:6]([F:8])[CH:5]=[CH:4][C:3]=1[C@@:9]([OH:35])([CH2:29][N:30]1[CH:34]=[N:33][CH:32]=[N:31]1)[C@H:10]([N:12]1[CH2:16][CH2:15][N:14]([C:17]2[CH:22]=[CH:21][C:20]([N:23]3[CH:27]=[CH:26][N:25]=[N:24]3)=[CH:19][CH:18]=2)[C:13]1=[O:28])[CH3:11].[C:36](=[O:43])([O:40][CH2:41][CH3:42])[O:37][CH2:38][Cl:39]>C(#N)C>[Cl-:39].[F:1][C:2]1[CH:7]=[C:6]([F:8])[CH:5]=[CH:4][C:3]=1[C@:9]([OH:35])([C@H:10]([N:12]1[CH2:16][CH2:15][N:14]([C:17]2[CH:18]=[CH:19][C:20]([N:23]3[CH:27]=[CH:26][N:25]=[N:24]3)=[CH:21][CH:22]=2)[C:13]1=[O:28])[CH3:11])[CH2:29][NH+:30]1[CH2:34][N:33]([CH2:38][O:37][C:36]([O:40][CH2:41][CH3:42])=[O:43])[CH:32]=[N:31]1 |f:3.4|. Reported procedure: To a mixture of 1-[(1R,2R)-2-(2,4-difluorophenyl)-2-hydroxy-1-methyl-3-(1H-1,2,4-triazol-1-yl)propyl]-3-[4-(1H-1,2,3-triazol-1-yl)phenyl]-2-imidazolidinone(0.50 g) and chloromethyl ethyl carbonate (2.9 g) was added acetonitrile (0.5 ml), and the mixture was stirred for 22 hours at 100° C. The reaction mixture was concentrated under reduced pressure. To the residue was added diisopropyl ether (10 ml), and the resulting powder was collected by filtration. The powder was subjected to silica gel flu... Reactants: C(#N)C1=C(C=C(C(=C1)OC)OCC1=CC(=CC=C1)S(=O)(=NC(=O)OCC)C)N=CN(C)C (N′-(2-cyano-5-{3-[(RS)-N-(ethoxycarbonyl)-S-methylsulphonimidoyl]benzyloxy}-4-methoxyphenyl)-N,N-dimethylformimidamide), NC1=CC=NC=C1 (4-aminopyridine), CCCCCC (hexane), ClCCl.CO (dichloromethane methanol), →. The solvent is CO (methanol). The product is C(C)OC(=O)N=S(=O)(C1=CC(=CC=C1)COC1=C(C=C2C(=NC=NC2=C1)NC1=CC=NC=C1)OC)C ((RS)-N-(Ethoxycarbonyl)-S-methyl-S-[3-({[6-methoxy-4-(4-pyridylamino)-quinazolin-7-yl]oxy}methyl)phenyl]sulphoximide). Yield: 34.0%. RXN SMILES: [C:1]([C:3]1[CH:8]=[C:7]([O:9][CH3:10])[C:6]([O:11][CH2:12][C:13]2[CH:18]=[CH:17][CH:16]=[C:15]([S:19]([CH3:27])(=[N:21][C:22]([O:24][CH2:25][CH3:26])=[O:23])=[O:20])[CH:14]=2)=[CH:5][C:4]=1[N:28]=[CH:29]N(C)C)#[N:2].[NH2:33][C:34]1[CH:39]=[CH:38][N:37]=[CH:36][CH:35]=1.CCCCCC.ClCCl.CO>CO>[CH2:25]([O:24][C:22]([N:21]=[S:19]([CH3:27])([C:15]1[CH:16]=[CH:17][CH:18]=[C:13]([CH2:12][O:11][C:6]2[CH:5]=[C:4]3[C:3]([C:1]([NH:33][C:34]4[CH:39]=[CH:38][N:37]=[CH:36][CH:35]=4)=[N:2][CH:29]=[N:28]3)=[CH:8][C:7]=2[O:9][CH3:10])[CH:14]=1)=[O:20])=[O:23])[CH3:26] |f:3.4|. Procedure: According to GWP 5, the reaction of N′-(2-cyano-5-{3-[(RS)-N-(ethoxycarbonyl)-S-methylsulphonimidoyl]benzyloxy}-4-methoxyphenyl)-N,N-dimethylformimidamide (78 mg, 0.12 mmol) with 4-aminopyridine (19 mg, 0.20 mmol) and chromatographic purification (silica gel, amino column, hexane, dichloromethane/methanol: 0→5% methanol) gives the desired product in 34% yield (29 mg). Reactants: CC(C)(C)OC(=O)N1CCC(N)CC1, COc1ccc(OCC2CC2)c(-c2ncnc3c(C(=O)O)c[nH]c23)c1. Yields the product COc1ccc(OCC2CC2)c(-c2ncnc3c(C(=O)NC4CCN(C(=O)OC(C)(C)C)CC4)c[nH]c23)c1. RXN SMILES: [C:26]([CH3:27])([CH3:28])([CH3:29])[O:30][C:31](=[O:32])[N:33]1[CH2:34][CH2:35][CH:36]([NH2:39])[CH2:37][CH2:38]1.[CH:1]1([CH2:4][O:5][c:6]2[c:7](-[c:14]3[c:15]4[c:16]([n:17][cH:18][n:19]3)[c:20]([C:23](=[O:24])[OH:25])[cH:21][nH:22]4)[cH:8][c:9]([O:12][CH3:13])[cH:10][cH:11]2)[CH2:2][CH2:3]1>>[CH:1]1([CH2:4][O:5][c:6]2[c:7](-[c:14]3[c:15]4[c:16]([n:17][cH:18][n:19]3)[c:20]([C:23](=[O:25])[NH:39][CH:36]3[CH2:35][CH2:34][N:33]([C:31]([O:30][C:26]([CH3:27])([CH3:28])[CH3:29])=[O:32])[CH2:38][CH2:37]3)[cH:21][nH:22]4)[cH:8][c:9]([O:12][CH3:13])[cH:10][cH:11]2)[CH2:2][CH2:3]1.